This data is from the Open Reaction Database (ORD), a public repository of structured organic reaction records. The task is: describe an organic reaction: reactants, conditions, products, and yield Starting materials: C(CC(O)(C(=O)[O-])CC(=O)[O-])(=O)[O-] (citrate), C1=CC(=C(C=C1[C@H](CN)O)O)O (norepinephrine), CNC[C@@H](C=1C=CC(=C(C1)O)O)O (epinephrine). Solvent: C(C)#N (acetonitrile). The product is NCCC1=CC(O)=C(O)C=C1 (dopamine). Yield: 96.9%. RXN SMILES: C([O-])(=O)CC(CC([O-])=O)(C([O-])=O)O.[CH:14]1[C:19]([C@@H:20](O)[CH2:21][NH2:22])=[CH:18][C:17]([OH:24])=[C:16]([OH:25])[CH:15]=1.CNC[C@H](O)C1C=CC(O)=C(O)C=1>C(#N)C>[NH2:22][CH2:21][CH2:20][C:19]1[CH:14]=[CH:15][C:16]([OH:25])=[C:17]([OH:24])[CH:18]=1. Procedure details: The results shown in FIGS. 6 and 7 were obtained using a solvent of 95% 0.05 m citrate buffer with a pH of 5.2 and 5% acetonitrile with a flow rate of 0.8 ml/min. In FIGS. 6 and 7, peak 1 represents the solvent front, peak 2 represents 4.9 ng norepinephrine and peak 3 represents 4.88 ng epinephrine. Peak 4 was produced by dopamine (4.30 ng).